Dataset: the Open Reaction Database (ORD), a public repository of structured organic reaction records. Task: describe an organic reaction: reactants, conditions, products, and yield The reactants are ClC=1C=NC=2N(C1)N=C(C2)C(=O)O (6-chloro-pyrazolo[1,5-a]pyrimidine-2-carboxylic acid), FC=1C=C2CCNC(C2=CC1F)C (6,7-difluoro-1-methyl-1,2,3,4-tetrahydro-isoquinoline). The product is ClC=1C=NC=2N(C1)N=C(C2)C(=O)N2C(C1=CC(=C(C=C1CC2)F)F)C ((6-Chloro-pyrazolo[1,5-a]pyrimidin-2-yl)-(6,7-difluoro-1-methyl-3,4-dihydro-1H-isoquinolin-2-yl)-methanone). Reaction SMILES: [Cl:1][C:2]1[CH:3]=[N:4][C:5]2[N:6]([N:8]=[C:9]([C:11]([OH:13])=O)[CH:10]=2)[CH:7]=1.[F:14][C:15]1[CH:16]=[C:17]2[C:22](=[CH:23][C:24]=1[F:25])[CH:21]([CH3:26])[NH:20][CH2:19][CH2:18]2>>[Cl:1][C:2]1[CH:3]=[N:4][C:5]2[N:6]([N:8]=[C:9]([C:11]([N:20]3[CH2:19][CH2:18][C:17]4[C:22](=[CH:23][C:24]([F:25])=[C:15]([F:14])[CH:16]=4)[CH:21]3[CH3:26])=[O:13])[CH:10]=2)[CH:7]=1. Reported procedure: In close analogy to the procedure described in Example 1, 6-chloro-pyrazolo[1,5-a]pyrimidine-2-carboxylic acid is reacted with 6,7-difluoro-1-methyl-1,2,3,4-tetrahydro-isoquinoline to provide the title compound in moderate yield. Starting materials: NC(=S)N (thiourea), ClC(C(=O)O)(C)C (2-chloro-2-methylpropionic acid). Product: [Cl-].C(=O)(O)C(C)(C)SC(=[NH2+])N (2-(2-carboxy-2-propyl)thiouronium chloride). Yield: 74.0%. RXN SMILES: [NH2:1][C:2]([NH2:4])=[S:3].[Cl:5][C:6]([CH3:11])([CH3:10])[C:7]([OH:9])=[O:8]>>[Cl-:5].[C:7]([C:6]([S:3][C:2]([NH2:4])=[NH2+:1])([CH3:11])[CH3:10])([OH:9])=[O:8] |f:2.3|. Procedure: Example 1 was repeated with thiourea and 2-chloro-2-methylpropionic acid, affording the title compound in a yield of 74%. Reactants: Cl (hydrochloric acid), [Mg] (Magnesium), BrCCCCCCCCCCCC(C)C (1-bromo-12-methyltridecane), C(=O)=O (carbon dioxide). The solvent is C(C)(=O)OCC (ethyl acetate), O1CCCC1 (tetrahydrofuran). Conditions: time 1 hour. The product is CC(CCCCCCCCCCCC(=O)O)C (13-methyltetradecanoic acid). Yield: 57.5%. As a reaction SMILES: [Mg].Br[CH2:3][CH2:4][CH2:5][CH2:6][CH2:7][CH2:8][CH2:9][CH2:10][CH2:11][CH2:12][CH2:13][CH:14]([CH3:16])[CH3:15].[C:17](=[O:19])=[O:18].Cl>O1CCCC1.C(OCC)(=O)C>[CH3:15][CH:14]([CH3:16])[CH2:13][CH2:12][CH2:11][CH2:10][CH2:9][CH2:8][CH2:7][CH2:6][CH2:5][CH2:4][CH2:3][C:17]([OH:19])=[O:18]. Procedure: Magnesium (1.5 g) was added to a solution of 1-bromo-12-methyltridecane (15.0 g) in tetrahydrofuran (200 ml). The mixture was refluxed for 10 minutes under nitrogen atmosphere and stirred for 1 hour at room temperature. A solid of carbon dioxide (50 g) was added to the mixture. To the mixture was added a mixture of 1% hydrochloric acid (300 ml) and ethyl acetate (150 ml). The organic layer was washed with water, dried over magnesium sulfate and evaporated. The residue was chromatographed on a si... Reactants: BrC1=NC2=CC=C(C=C2N=C1N1[C@H](CCCC1)C)C(=O)OC ((S)-methyl 2-bromo-3-(2-methylpiperidin-1-yl)quinoxaline-6-carboxylate), CC=1NC2=CC=C(C=C2C1)B1OC(C(O1)(C)C)(C)C (2-methyl-5-(tetramethyl-1,3,2-dioxaborolan-2-yl)-1H-indole), C([O-])([O-])=O.[Na+].[Na+] (sodium carbonate), O (water). The reagents and catalysts are C=1C=CC(=CC1)[P](C=2C=CC=CC2)(C=3C=CC=CC3)[Pd]([P](C=4C=CC=CC4)(C=5C=CC=CC5)C=6C=CC=CC6)([P](C=7C=CC=CC7)(C=8C=CC=CC8)C=9C=CC=CC9)[P](C=1C=CC=CC1)(C=1C=CC=CC1)C=1C=CC=CC1 (Pd(PPh3)4). The solvent is COCCOC (ethylene glycol dimethyl ether). Run at temperature 90 celsius, time 3 hour. Product: CC=1NC2=CC=C(C=C2C1)C1=NC2=CC=C(C=C2N=C1N1[C@H](CCCC1)C)C(=O)OC ((S)-methyl 2-(2-methyl-1H-indol-5-yl)-3-(2-methylpiperidin-1-yl)quinoxaline-6-carboxylate). Yield: 62.3%. As a reaction SMILES: Br[C:2]1[C:11]([N:12]2[CH2:17][CH2:16][CH2:15][CH2:14][C@@H:13]2[CH3:18])=[N:10][C:9]2[C:4](=[CH:5][CH:6]=[C:7]([C:19]([O:21][CH3:22])=[O:20])[CH:8]=2)[N:3]=1.[CH3:23][C:24]1[NH:25][C:26]2[C:31]([CH:32]=1)=[CH:30][C:29](B1OC(C)(C)C(C)(C)O1)=[CH:28][CH:27]=2.C(=O)([O-])[O-].[Na+].[Na+].O>COCCOC.C1C=CC([P]([Pd]([P](C2C=CC=CC=2)(C2C=CC=CC=2)C2C=CC=CC=2)([P](C2C=CC=CC=2)(C2C=CC=CC=2)C2C=CC=CC=2)[P](C2C=CC=CC=2)(C2C=CC=CC=2)C2C=CC=CC=2)(C2C=CC=CC=2)C2C=CC=CC=2)=CC=1>[CH3:23][C:24]1[NH:25][C:26]2[C:31]([CH:32]=1)=[CH:30][C:29]([C:2]1[C:11]([N:12]3[CH2:17][CH2:16][CH2:15][CH2:14][C@@H:13]3[CH3:18])=[N:10][C:9]3[C:4](=[CH:5][CH:6]=[C:7]([C:19]([O:21][CH3:22])=[O:20])[CH:8]=3)[N:3]=1)=[CH:28][CH:27]=2 |f:2.3.4,^1:58,60,79,98|. Reported procedure: To a solution of (S)-methyl 2-bromo-3-(2-methylpiperidin-1-yl)quinoxaline-6-carboxylate (200 mg, 0.55 mmol) in ethylene glycol dimethyl ether (7 ml) was added 2-methyl-5-(tetramethyl-1,3,2-dioxaborolan-2-yl)-1H-indole (141 mg, 0.55 mmol), sodium carbonate (116 mg, 1.09 mmol), water (2 mL), and Pd(PPh3)4 (32 mg, 0.03 mmol). The resulting solution was stirred for 3 h at 90° C. and concentrated under vacuum to give a residue, which was purified via silica gel chromatography (2% ethyl acetate in pet... Starting materials: C(C)NC=1C(=CC(=CC1)C(F)(F)F)N (N1-ethyl-4-trifluoromethylbenzene-1,2-diamine), Cl.C(C1=CC=NC=C1)(=O)Cl (isonicotinoyl chloride hydrochloride), N1=CC=CC=C1 (pyridine), CCN=C=NCCCN(C)C (WSC). The solvent is O (water). Run at temperature 60 celsius, time 4 hour. Product: C(C)N1C(=NC2=C1C=CC(=C2)C(F)(F)F)C2=CC=NC=C2 (1-ethyl-2-(pyridin-4-yl)-5-trifluoromethyl-1H-benzimidazole). Yield: 45.6%. As a reaction SMILES: [CH2:1]([NH:3][C:4]1[C:5]([NH2:14])=[CH:6][C:7]([C:10]([F:13])([F:12])[F:11])=[CH:8][CH:9]=1)[CH3:2].Cl.[C:16](Cl)(=O)[C:17]1[CH:22]=[CH:21][N:20]=[CH:19][CH:18]=1.N1C=CC=CC=1.CCN=C=NCCCN(C)C>O>[CH2:1]([N:3]1[C:4]2[CH:9]=[CH:8][C:7]([C:10]([F:11])([F:13])[F:12])=[CH:6][C:5]=2[N:14]=[C:16]1[C:17]1[CH:22]=[CH:21][N:20]=[CH:19][CH:18]=1)[CH3:2] |f:1.2|. Procedure: A mixture of 1.0 g of N1-ethyl-4-trifluoromethylbenzene-1,2-diamine, 1.05 g of isonicotinoyl chloride hydrochloride and 15 ml of pyridine was stirred for 4 hours at 60° C. Then, 0.94 g of WSC was added, and the mixture was stirred for 8 hours at 80° C. The reaction mixture was cooled down to room temperature. Into the reaction mixture was poured water, and the mixture was extracted twice with ethyl acetate. The organic layer was washed with water and saturated saline, then, dried over magnesium ...